Dataset: the Open Reaction Database (ORD), a public repository of structured organic reaction records. Task: describe an organic reaction: reactants, conditions, products, and yield Starting materials: CCOC(=O)c1c(CBr)cccc1S(=O)(=O)NC(C)(C)C, CCCCCl, O=C(O)C(F)(F)F. The product is CCOC(=O)c1c(CBr)cccc1S(N)(=O)=O. As a reaction SMILES: [Br:1][CH2:2][c:3]1[c:4]([C:17](=[O:18])[O:19][CH2:20][CH3:21])[c:5]([S:9](=[O:10])(=[O:11])[NH:12][C:13]([CH3:14])([CH3:15])[CH3:16])[cH:6][cH:7][cH:8]1.[CH2:22]([Cl:23])[CH2:24][CH2:25][CH3:26].[OH:27][C:28]([C:29]([F:30])([F:31])[F:32])=[O:33]>>[Br:1][CH2:2][c:3]1[c:4]([C:17](=[O:18])[O:19][CH2:20][CH3:21])[c:5]([S:9](=[O:10])(=[O:11])[NH2:12])[cH:6][cH:7][cH:8]1. Reactants: FC=1C(=CC(=C(C1)NC(C)=O)C)[N+](=O)[O-] (N-(5-fluoro-2-methyl-4-nitrophenyl)-acetamide), C([O-])([O-])=O.[K+].[K+] (potassium carbonate). The solvent is Cl (hydrochloric acid). Yields the product FC=1C(=CC(=C(C1)N)C)[N+](=O)[O-] (5-Fluoro-2-methyl-4-nitro-phenylamine). Isolated yield 95.8%. RXN SMILES: [F:1][C:2]1[C:3]([N+:13]([O-:15])=[O:14])=[CH:4][C:5]([CH3:12])=[C:6]([NH:8]C(=O)C)[CH:7]=1.C(=O)([O-])[O-].[K+].[K+]>Cl>[F:1][C:2]1[C:3]([N+:13]([O-:15])=[O:14])=[CH:4][C:5]([CH3:12])=[C:6]([NH2:8])[CH:7]=1 |f:1.2.3|. Procedure details: A suspension of 3.5 g of N-(5-fluoro-2-methyl-4-nitrophenyl)-acetamide in 5N hydrochloric acid was heated under reflux for 1 hour. After allowing to cool, the solution was neutralized with potassium carbonate, and extracted with 80 mL of ethylacetate. The organic layer was dried over anhydrous magnesium sulfate, allowed to pass through a silica gel pad, and then the solvent was distilled off under reduced pressure, to afford 2.69 g of the title compound as ocher crystals. Procedure details: A solution 4,4,4-trifluoro-3-oxo-butyric acid ethyl ester (23.1 g, 0.13 mol), trimethyl orthoformate (2 eq, 0.251 mol, 27.5 ml), and Ac2O (3 eq, 0.38 mol, 35.6 ml) was heated under an atmosphere of nitrogen at 120° C. for 5 hours. The solution was concentrated to afford an oil which was distilled to obtain 3-methoxy-2-(2,2,2-trifluoro-acetyl)-acrylic acid ethyl ester as the mixture of isomers (7.37 g, 26% yield after distillation). The mixture was used without further purification. Yields the product C(C)OC(C(=COC)C(C(F)(F)F)=O)=O (3-methoxy-2-(2,2,2-trifluoro-acetyl)-acrylic acid ethyl ester). The yield is 26.0%. RXN SMILES: [CH2:1]([O:3][C:4](=[O:12])[CH2:5][C:6](=[O:11])[C:7]([F:10])([F:9])[F:8])[CH3:2].[CH:13](OC)(OC)[O:14][CH3:15].CC(OC(C)=O)=O>>[CH2:1]([O:3][C:4](=[O:12])[C:5]([C:6](=[O:11])[C:7]([F:10])([F:8])[F:9])=[CH:13][O:14][CH3:15])[CH3:2]. The reactants are C(C)OC(CC(C(F)(F)F)=O)=O (4,4,4-trifluoro-3-oxo-butyric acid ethyl ester), C(OC)(OC)OC (trimethyl orthoformate), CC(=O)OC(=O)C (Ac2O). Starting materials: O=C(CC(=O)OC)CC (methyl 3-oxovalerate), C[Si](CCO)(C)C (2-trimethylsilylethanol), P(=O)([O-])([O-])[O-] (phosphate). The reagents and catalysts are CN(C1=CC=NC=C1)C (4-dimethylaminopyridine). The solvent is C1(=CC=CC=C1)C (toluene). Product: O=C(CC(=O)OCC[Si](C)(C)C)CC ((2-trimethylsilylethyl) 3-oxovalerate). Reaction SMILES: [O:1]=[C:2]([CH2:8][CH3:9])[CH2:3][C:4]([O:6][CH3:7])=[O:5].[CH3:10][Si:11]([CH3:16])([CH3:15])[CH2:12]CO.P([O-])([O-])([O-])=O>CN(C)C1C=CN=CC=1.C1(C)C=CC=CC=1>[O:1]=[C:2]([CH2:8][CH3:9])[CH2:3][C:4]([O:6][CH2:7][CH2:10][Si:11]([CH3:16])([CH3:15])[CH3:12])=[O:5]. Procedure: 1.26 ml (10.0 mmol) of methyl 3-oxovalerate, 2.87 ml (20.0 mmol) of 2-trimethylsilylethanol and 122 mg (1.0 mmol) of 4-dimethylaminopyridine were heated under reflux in 20 ml of toluene overnight. A phosphate buffer solution was added to the obtained reaction liquid. After the extraction with ethyl acetate, the organic layer was washed with saturated aqueous salt solution and then dried over anhydrous sodium sulfate. The solvent was evaporated under reduced pressure, and the residue was purified... Starting materials: O (water), C12(C(=O)C(=O)C(CC1)C2(C)C)C (camphorquinone), C(CN)N (ethylenediamine), C1(=CC=C(C=C1)S(=O)(=O)O)C (p-toluenesulphonic acid). The solvent is C1=CC=CC=C1 (benzene). Yields the product C12(C(=O)CC(CC1)C2(C)C)C.N=1CCN=CC1 (camphor 2,3-dihydropyrazine). The yield is 72.0%. RXN SMILES: [C:1]12([CH3:12])[C:9]([CH3:11])([CH3:10])[CH:6]([CH2:7][CH2:8]1)[C:4](=O)[C:2]2=[O:3].[CH2:13]([NH2:16])[CH2:14][NH2:15].[C:17]1(C)C=CC(S(O)(=O)=O)=C[CH:18]=1.O>C1C=CC=CC=1>[C:1]12([CH3:12])[C:9]([CH3:11])([CH3:10])[CH:6]([CH2:7][CH2:8]1)[CH2:4][C:2]2=[O:3].[N:15]1[CH2:17][CH2:18][N:16]=[CH:13][CH:14]=1 |f:5.6|. Reported procedure: A solution of 15.6 g of camphorquinone, 7.2 g of ethylenediamine and 1 g of p-toluenesulphonic acid in 1 liter of anhydrous benzene is heated at reflux for 3 hours, 1.7 ml of water being produced. The mixture is cooled and washed with 100 ml of a 5 wt.% sodium hydroxide solution. The organic phase is decanted off and the benzene distilled off. The residue is fractionated in vacuo and there is obtained camphor-2,3-dihydropyrazine (formula I: R1 and R2 = H) with a boiling point of 90°-81°C/2.5 mm ...